From a dataset of the Open Reaction Database (ORD), a public repository of structured organic reaction records. describe an organic reaction: reactants, conditions, products, and yield Starting materials: CC1CNCC(C)N1, Cc1ccccc1, [NH4+], [OH-], O=C1Nc2ccccc2Oc2ccccc21. The product is CC1CN(C2=Nc3ccccc3Oc3ccccc32)CC(C)N1. Reaction SMILES: [CH3:17][CH:18]1[NH:19][CH:20]([CH3:24])[CH2:21][NH:22][CH2:23]1.[CH3:27][c:28]1[cH:29][cH:30][cH:31][cH:32][cH:33]1.[NH4+:25].[OH-:26].[cH:1]1[cH:2][cH:3][cH:4][c:5]2[c:6]1[C:7](=[O:16])[NH:8][c:9]1[c:10]([cH:12][cH:13][cH:14][cH:15]1)[O:11]2>>[cH:1]1[cH:2][cH:3][cH:4][c:5]2[c:6]1[C:7]([N:22]1[CH2:21][CH:20]([CH3:24])[NH:19][CH:18]([CH3:17])[CH2:23]1)=[N:8][c:9]1[c:10]([cH:12][cH:13][cH:14][cH:15]1)[O:11]2.